From a dataset of the Open Reaction Database (ORD), a public repository of structured organic reaction records. describe an organic reaction: reactants, conditions, products, and yield Reactants: COc1ccc(Oc2c(C)cc([N+](=O)[O-])cc2C)cc1C(C)C, CCO. Yields the product COc1ccc(Oc2c(C)cc(N)cc2C)cc1C(C)C. RXN SMILES: [CH3:1][c:2]1[cH:3][c:4]([N+:21]([O-:22])=[O:23])[cH:5][c:6]([CH3:20])[c:7]1[O:8][c:9]1[cH:10][c:11]([CH:17]([CH3:18])[CH3:19])[c:12]([O:15][CH3:16])[cH:13][cH:14]1.[CH3:24][CH2:25][OH:26]>>[CH3:1][c:2]1[cH:3][c:4]([NH2:21])[cH:5][c:6]([CH3:20])[c:7]1[O:8][c:9]1[cH:10][c:11]([CH:17]([CH3:18])[CH3:19])[c:12]([O:15][CH3:16])[cH:13][cH:14]1. The reactants are CC(C)(C)[SiH2]OC(C)(C)C1CCC(CO)CC1, ClC(Cl)Cl, Cc1ccc(S(=O)(=O)Cl)cc1. The product is Cc1ccc(S(=O)(=O)OCC2CCC(C(C)(C)O[SiH2]C(C)(C)C)CC2)cc1. Reaction SMILES: [C:1]([CH3:2])([CH3:3])([CH3:4])[SiH2:5][O:6][C:7]([CH:8]1[CH2:9][CH2:10][CH:11]([CH2:14][OH:15])[CH2:12][CH2:13]1)([CH3:16])[CH3:17].[Cl:29][CH:30]([Cl:31])[Cl:32].[S:18](=[O:19])(=[O:20])([c:21]1[cH:22][cH:23][c:24]([CH3:25])[cH:26][cH:27]1)[Cl:28]>>[C:1]([CH3:2])([CH3:3])([CH3:4])[SiH2:5][O:6][C:7]([CH:8]1[CH2:9][CH2:10][CH:11]([CH2:14][O:15][S:18](=[O:19])(=[O:20])[c:21]2[cH:22][cH:23][c:24]([CH3:25])[cH:26][cH:27]2)[CH2:12][CH2:13]1)([CH3:16])[CH3:17]. The solvent is ClCCl (dichloromethane), ClCCl (dichloromethane). Procedure details: A solution of 2.6 g. of 88 percent 1-methyl-1,2,4,5-tetrahydro-3,2-benzoxazepine-2-carbonyl chloride in 20 ml. of dichloromethane was added at room temperature to a solution of 2.23 g. of diallylamine in 30 ml. of dichloromethane. The mixture was then refluxed for two hours and after cooling was washed sequentially with aqueous 5 percent HCl, with aqueous sodium bicarbonate and with water. The organic layer was dried over Na2SO4 and evaporated to dryness. The residue was distilled at 140° C./0.0... As a reaction SMILES: [CH3:1][CH:2]1[C:8]2[CH:9]=[CH:10][CH:11]=[CH:12][C:7]=2[CH2:6][CH2:5][O:4][N:3]1[C:13](Cl)=[O:14].[CH2:16]([NH:19][CH2:20][CH:21]=[CH2:22])[CH:17]=[CH2:18]>ClCCl>[CH2:16]([N:19]([CH2:20][CH:21]=[CH2:22])[C:13]([N:3]1[O:4][CH2:5][CH2:6][C:7]2[CH:12]=[CH:11][CH:10]=[CH:9][C:8]=2[CH:2]1[CH3:1])=[O:14])[CH:17]=[CH2:18]. Product: C(C=C)N(C(=O)N1C(C2=C(CCO1)C=CC=C2)C)CC=C (2-Diallylcarbamyl-1-methyl-1,2,4,5-tetrahydro-3,2-benzoxazepine). Reactants: CC1N(OCCC2=C1C=CC=C2)C(=O)Cl (1-methyl-1,2,4,5-tetrahydro-3,2-benzoxazepine-2-carbonyl chloride), C(C=C)NCC=C (diallylamine).